This data is from the Open Reaction Database (ORD), a public repository of structured organic reaction records. The task is: describe an organic reaction: reactants, conditions, products, and yield Starting materials: COC(C1=C(C(=CC(=C1)C)C)NS(=O)(=O)C1=CC=C(C=C1)OC)=O (2-(4-Methoxy-benzenesulfonylamino)-3,5-dimethyl-benzoic acid methyl ester), BrCCC (1-bromopropane). Yield: 88.3%. RXN SMILES: [CH3:1][O:2][C:3](=[O:24])[C:4]1[CH:9]=[C:8]([CH3:10])[CH:7]=[C:6]([CH3:11])[C:5]=1[NH:12][S:13]([C:16]1[CH:21]=[CH:20][C:19]([O:22][CH3:23])=[CH:18][CH:17]=1)(=[O:15])=[O:14].Br[CH2:26][CH2:27][CH3:28]>>[CH3:1][O:2][C:3](=[O:24])[C:4]1[CH:9]=[C:8]([CH3:10])[CH:7]=[C:6]([CH3:11])[C:5]=1[N:12]([S:13]([C:16]1[CH:21]=[CH:20][C:19]([O:22][CH3:23])=[CH:18][CH:17]=1)(=[O:15])=[O:14])[CH2:26][CH2:27][CH3:28]. Procedure: In the same manner as described in Example 9, 0.699 g (2.0 mmol) of the product of Example 62 and 0.295 g (2.4 mmol) of 1-bromopropane provided 0.691 g (88%) of the desired product as a yellow gum after preparative TLC eluting with 1:3 EtOAc:hexane. Electrospray Mass Spec 392.2(M+H). The product is COC(C1=C(C(=CC(=C1)C)C)N(CCC)S(=O)(=O)C1=CC=C(C=C1)OC)=O (2-[(4-Methoxy-benzenesulfonyl)-propyl-amino]-3,5-dimethyl-benzoic acid methyl ester).